Dataset: the Open Reaction Database (ORD), a public repository of structured organic reaction records. Task: describe an organic reaction: reactants, conditions, products, and yield Reactants: [BH4-].[Li+] (lithium borohydride), C(C)OC([C@@H](C)OC1=NC(=NC(=C1)NS(=O)(=O)C1CC1)SCC1=C(C(=CC=C1)F)F)=O (2-[[6-[(cyclopropylsulfonyl)amino]-2-[[(2,3-difluorophenyl)methyl]thio]-4-pyrimidinyl]oxy]-(2R)-propanoic acid ethyl ester), product. The solvent is C1CCOC1 (THF), C1CCOC1 (THF). The product is CCOCC.CCCC(C)C (ether iso-hexane), FC1=C(C=CC=C1F)CSC1=NC(=CC(=N1)NS(=O)(=O)C1CC1)O[C@@H](CO)C (N-[2-[[(2,3-difluorophenyl)methyl]thio]-6-[(1R)-2-hydroxy-1-methylethoxy]-4-pyrimidinyl]-cyclopropanesulfonamide). Reaction SMILES: [CH2:1]([O:3][C:4](=O)[C@H:5]([O:7][C:8]1[CH:13]=[C:12]([NH:14][S:15]([CH:18]2[CH2:20][CH2:19]2)(=[O:17])=[O:16])[N:11]=[C:10]([S:21][CH2:22][C:23]2[CH:28]=[CH:27][CH:26]=[C:25]([F:29])[C:24]=2[F:30])[N:9]=1)[CH3:6])[CH3:2].[BH4-].[Li+]>C1COCC1>[CH3:2][CH2:1][O:3][CH2:4][CH3:5].[CH3:26][CH2:25][CH2:24][CH:23]([CH3:28])[CH3:22].[F:30][C:24]1[C:25]([F:29])=[CH:26][CH:27]=[CH:28][C:23]=1[CH2:22][S:21][C:10]1[N:11]=[C:12]([NH:14][S:15]([CH:18]2[CH2:19][CH2:20]2)(=[O:17])=[O:16])[CH:13]=[C:8]([O:7][C@H:5]([CH3:6])[CH2:4][OH:3])[N:9]=1 |f:1.2,4.5|. Procedure: The title compound was prepared according to the procedure outlined in example 24 using 2-[[6-[(cyclopropylsulfonyl)amino]-2-[[(2,3-difluorophenyl)methyl]thio]-4-pyrimidinyl]oxy]-(2R)-propanoic acid ethyl ester, (the product of step i) (0.30 g), THF (8 mL) and 2M lithium borohydride in THF (2 mL). Purification was by reverse phase HPLC (symmetry as the stationary phase and TFA/acetonitrile as the mobile phase). The resulting oil was triturated with methanol, toluene, DCM, then ether/iso-hexane t... Reactants: ClC=1C=C(C=CC1F)NC1=NC=NC2=C1C1=C(C3=CN(N=C3CC1)CCO)S2 (2-{6-[(3-chloro-4-fluorophenyl)amino]-4,5-dihydro-2H-pyrimido[5′,4′:4,5]thieno[2,3-e]indazol-2-yl}ethanol), ClC=1C(C(=C(C(C1Cl)=O)C#N)C#N)=O (2,3-dichloro-5,6-dicyanobenzoquinone). Run in O1CCOCC1 (dioxane). Run at temperature 90 celsius. Yields the product ClC=1C=C(C=CC1F)NC1=C2C=3C=CC=4C(C3SC2=NC=N1)=CN(N4)CCO (2-[6-(3-chloro-4-fluoro-phenylamino)-10-thia-2,3,7,9-tetraazacyclopenta[a]fluoren-2-yl]-ethanol). Yield: 116.0%. RXN SMILES: [Cl:1][C:2]1[CH:3]=[C:4]([NH:9][C:10]2[C:15]3[C:16]4[CH2:24][CH2:23][C:22]5[C:18](=[CH:19][N:20]([CH2:25][CH2:26][OH:27])[N:21]=5)[C:17]=4[S:28][C:14]=3[N:13]=[CH:12][N:11]=2)[CH:5]=[CH:6][C:7]=1[F:8].ClC1C(=O)C(C#N)=C(C#N)C(=O)C=1Cl>O1CCOCC1>[Cl:1][C:2]1[CH:3]=[C:4]([NH:9][C:10]2[N:11]=[CH:12][N:13]=[C:14]3[C:15]=2[C:16]2[CH:24]=[CH:23][C:22]4[C:18](=[CH:19][N:20]([CH2:25][CH2:26][OH:27])[N:21]=4)[C:17]=2[S:28]3)[CH:5]=[CH:6][C:7]=1[F:8]. Reported procedure: To a stirring solution of 2-{6-[(3-chloro-4-fluorophenyl)amino]-4,5-dihydro-2H-pyrimido[5′,4′:4,5]thieno[2,3-e]indazol-2-yl}ethanol (2.6 g, 6.25 mmol) in dioxane (25 mL) was added 2,3-dichloro-5,6-dicyanobenzoquinone (2.1 g, 9.38 mmol). The reaction mixture was heated to 90° C. for 2.5 h. The solid was filtered and separated by column chromatograph (90% methylene chloride/10% methanol) to give 2-[6-(3-chloro-4-fluoro-phenylamino)-10-thia-2,3,7,9-tetraazacyclopenta[a]fluoren-2-yl]-ethanol as a br... The reactants are CO, NNc1nc(F)c(F)cc1F. Product: Nc1nc(F)c(F)cc1F. RXN SMILES: [CH3:12][OH:13].[F:1][c:2]1[n:3][c:4]([NH:10][NH2:11])[c:5]([F:9])[cH:6][c:7]1[F:8]>>[F:1][c:2]1[n:3][c:4]([NH2:10])[c:5]([F:9])[cH:6][c:7]1[F:8]. Yields the product CN(C)C1Cc2cccc3c2N(CC(=O)N3)C1. Reactants: CN(C)C1CNc2c(cccc2NC(=O)CCl)C1, CN(C)C=O, S=C(Oc1ccccn1)Oc1ccccn1. Reaction SMILES: [Cl:17][CH2:18][C:19](=[O:20])[NH:21][c:22]1[cH:23][cH:24][cH:25][c:26]2[c:31]1[NH:30][CH2:29][CH:28]([N:32]([CH3:33])[CH3:34])[CH2:27]2.[O:35]=[CH:36][N:37]([CH3:38])[CH3:39].[n:1]1[cH:2][cH:3][cH:4][cH:5][c:6]1[O:7][C:8](=[S:9])[O:10][c:11]1[cH:12][cH:13][cH:14][cH:15][n:16]1>>[CH2:18]1[C:19](=[O:20])[NH:21][c:22]2[cH:23][cH:24][cH:25][c:26]3[c:31]2[N:30]1[CH2:29][CH:28]([N:32]([CH3:33])[CH3:34])[CH2:27]3. Starting materials: bromides, CC1=CC(NC(=C1)C1=CC=C(C=C1)C(F)(F)F)=O (4-methyl-6-(4-trifluoromethyl-phenyl)-1H-pyridin-2-one), P(=O)(Br)(Br)Br (phosphoryl bromide). Product: BrC1=NC(=CC(=C1)C)C1=CC=C(C=C1)C(F)(F)F (2-Bromo-4-methyl-6-(4-trifluoromethyl-phenyl)-pyridine), solid. Isolated yield 93.0%. As a reaction SMILES: [CH3:1][C:2]1[CH:7]=[C:6]([C:8]2[CH:13]=[CH:12][C:11]([C:14]([F:17])([F:16])[F:15])=[CH:10][CH:9]=2)[NH:5][C:4](=O)[CH:3]=1.P(Br)(Br)([Br:21])=O>>[Br:21][C:4]1[CH:3]=[C:2]([CH3:1])[CH:7]=[C:6]([C:8]2[CH:13]=[CH:12][C:11]([C:14]([F:17])([F:16])[F:15])=[CH:10][CH:9]=2)[N:5]=1. Reported procedure: The title compound was prepared from 4-methyl-6-(4-trifluoromethyl-phenyl)-1H-pyridin-2-one (example A.23 step 1) (25.32 g, 100 mmol) and phosphoryl bromide (86.0 g, 300 mmol) according to the general procedure Ia to d preparation of bromides. Obtained as a light yellow solid (29.27 g, 93%). MS (ISP) 316.0 [(M+H)+] and 318.0 [(M+2+H)+]. Starting materials: Cl (hydrochloric acid), ClC1=CC=C(C=C1)C=1C=CC(=C(C1)Br)C (5-(4-chlorophenyl)-2-methyl-1-bromobenzene), COB(OC)OC (trimethylborate), C(CCC)[Li] (n-Butyllithium). The solvent is C1CCOC1 (THF). Conditions: temperature -78 celsius. Yields the product ClC1=CC=C(C=C1)C=1C=CC(=C(C1)B(O)O)C (5-(4-chlorophenyl)-2-methylphenylboronic acid). Yield: 50.7%. Reaction SMILES: [Cl:1][C:2]1[CH:7]=[CH:6][C:5]([C:8]2[CH:9]=[CH:10][C:11]([CH3:15])=[C:12](Br)[CH:13]=2)=[CH:4][CH:3]=1.C([Li])CCC.C[O:22][B:23](OC)[O:24]C.Cl>C1COCC1>[Cl:1][C:2]1[CH:7]=[CH:6][C:5]([C:8]2[CH:9]=[CH:10][C:11]([CH3:15])=[C:12]([B:23]([OH:24])[OH:22])[CH:13]=2)=[CH:4][CH:3]=1. Reported procedure: 5-(4-chlorophenyl)-2-methyl-1-bromobenzene (5.0 g, 0.02 mol) is dissolved in THF (125 ml), and the temperature is brought to −78° C. n-Butyllithium (1.33 molar solution in hexanes, 17.3 ml,) is added dropwise over 30 minutes, maintaining the temperature at around −78° C. The reaction mixture is stirred for one and half hours at −78° C., then trimethylborate (2.58 g, 0.024 mol) is added dropwise and the reaction mixture stirred for three and half hours, allowing it to warm to 0° C. A solution of ...